This data is from the Open Reaction Database (ORD), a public repository of structured organic reaction records. The task is: describe an organic reaction: reactants, conditions, products, and yield Starting materials: COC(NC(C(C)C)C(=O)N1CC(CC1)C=1NC(=CN1)C1=CC=C(C=C1)C1=CC=C(C=C1)C=1NC(=NC1)C1N(CCC1)C(C(C(C)C)NC(=O)OC)=O)=O ((1-{3-[5-(4′-{2-[1-(2-methoxycarbonylamino-3-methyl-butyryl)-pyrrolidin-2-yl]-3H-imidazol-4-yl}-biphenyl-4-yl)-1H-imidazol-2-yl]-pyrrolidine-1-carbonyl}-2-methyl-propyl)-carbamic acid methyl ester), C(C)(C)(C)OC(=O)N1C(CCC1)C=1NC(=CN1)C1=CC=2CC3=CC(=CC=C3C2C=C1)C=1NC(=NC1)C1N(CCC1)C(=O)OC(C)(C)C (2-(5-{7-[2-(1-Boc-pyrrolidin-2-yl)-3H-imidazol-4-yl]-9H-fluoren-2-yl}-1H-imidazol-2-yl)-pyrrolidine-1-carboxylic acid tert-butyl ester). The product is COC(NC(C(C)C)C(=O)N1C(CCC1)C=1NC(=CN1)C1=CC=2CC3=CC(=CC=C3C2C=C1)C=1NC(=NC1)C1N(CCC1)C(C(C(C)C)NC(=O)OC)=O)=O ((1-{2-[5-(7-{2-[1-(2-Methoxycarbonylamino-3-methyl-butyryl)-pyrrolidin-2-yl]-3H-imidazol-4-yl}-9H-fluoren-2-yl)-1H-imidazol-2-yl]-pyrrolidine-1-carbonyl}-2-methyl-propyl)-carbamic acid methyl ester). RXN SMILES: COC(=O)NC(C(N1CCC(C2NC(C3C=CC(C4C=CC([C:33]5[NH:34][C:35]([CH:38]6[CH2:42][CH2:41][CH2:40][N:39]6[C:43](=[O:53])[CH:44]([NH:48][C:49]([O:51][CH3:52])=[O:50])[CH:45]([CH3:47])[CH3:46])=[N:36][CH:37]=5)=CC=4)=CC=3)=CN=2)C1)=O)C(C)C.C(OC(N1CCCC1C1NC([C:72]2[CH:84]=[CH:83][C:82]3[C:81]4[C:76](=[CH:77][C:78]([C:85]5[NH:86][C:87]([CH:90]6[CH2:94][CH2:93][CH2:92][N:91]6[C:95](OC(C)(C)C)=[O:96])=[N:88][CH:89]=5)=[CH:79][CH:80]=4)[CH2:75][C:74]=3[CH:73]=2)=CN=1)=O)(C)(C)C>>[CH3:52][O:51][C:49](=[O:50])[NH:48][CH:44]([C:95]([N:91]1[CH2:92][CH2:93][CH2:94][CH:90]1[C:87]1[NH:86][C:85]([C:78]2[CH:77]=[CH:76][C:75]3[C:74]4[C:82](=[CH:83][C:84]([C:33]5[NH:34][C:35]([CH:38]6[CH2:42][CH2:41][CH2:40][N:39]6[C:43](=[O:53])[CH:44]([NH:48][C:49]([O:51][CH3:52])=[O:50])[CH:45]([CH3:47])[CH3:46])=[N:36][CH:37]=5)=[CH:72][CH:73]=4)[CH2:81][C:80]=3[CH:79]=2)=[CH:89][N:88]=1)=[O:96])[CH:45]([CH3:47])[CH3:46]. Reported procedure: Followed the procedure used to prepare compound (1-{3-[5-(4′-{2-[1-(2-methoxycarbonylamino-3-methyl-butyryl)-pyrrolidin-2-yl]-3H-imidazol-4-yl}-biphenyl-4-yl)-1H-imidazol-2-yl]-pyrrolidine-1-carbonyl}-2-methyl-propyl)-carbamic acid methyl ester, except that 2-(5-{7-[2-(1-Boc-pyrrolidin-2-yl)-3H-imidazol-4-yl]-9H-fluoren-2-yl}-1H-imidazol-2-yl)-pyrrolidine-1-carboxylic acid tert-butyl ester was used instead of 2-(5-{4′-[2-(1-Boc-pyrrolidin-3-yl)-3H-imidazol-4-yl]-biphenyl-4-yl}-1H-imidazol-2-yl)-... Starting materials: COC(=O)c1sc(C2=CCCCC2)cc1N(C(=O)C1CCC(C)CC1)C1CCC(O)CC1, [H-], CI, [Na+], CN(C)C=O. Product: COC(=O)c1sc(C2=CCCCC2)cc1N(C(=O)C1CCC(C)CC1)C1CCC(OC)CC1. As a reaction SMILES: [CH3:1][O:2][C:3](=[O:4])[c:5]1[s:6][c:7]([C:27]2=[CH:28][CH2:29][CH2:30][CH2:31][CH2:32]2)[cH:8][c:9]1[N:10]([C:11](=[O:12])[CH:13]1[CH2:14][CH2:15][CH:16]([CH3:19])[CH2:17][CH2:18]1)[CH:20]1[CH2:21][CH2:22][CH:23]([OH:26])[CH2:24][CH2:25]1.[H-:36].[I:33][CH3:34].[Na+:35].[O:37]=[CH:38][N:39]([CH3:40])[CH3:41]>>[CH3:1][O:2][C:3](=[O:4])[c:5]1[s:6][c:7]([C:27]2=[CH:28][CH2:29][CH2:30][CH2:31][CH2:32]2)[cH:8][c:9]1[N:10]([C:11](=[O:12])[CH:13]1[CH2:14][CH2:15][CH:16]([CH3:19])[CH2:17][CH2:18]1)[CH:20]1[CH2:21][CH2:22][CH:23]([O:26][CH3:34])[CH2:24][CH2:25]1. The reactants are ClC1=NC2=CC=CC=C2C=C1 (2-chloroquinoline), C(C1=CC=CC=C1)C#N (benzyl cyanide), CC(C)([O-])C.[K+] (potassium t-butoxide). The solvent is CN(C)C=O (DMF). Yields the product C1(=CC=CC=C1)C(C#N)C1=NC2=CC=CC=C2C=C1 (2-Phenyl-2-(quinol-2-yl)acetonitrile). As a reaction SMILES: Cl[C:2]1[CH:11]=[CH:10][C:9]2[C:4](=[CH:5][CH:6]=[CH:7][CH:8]=2)[N:3]=1.[CH2:12]([C:19]#[N:20])[C:13]1[CH:18]=[CH:17][CH:16]=[CH:15][CH:14]=1.CC(C)([O-])C.[K+]>CN(C=O)C>[C:13]1([CH:12]([C:2]2[CH:11]=[CH:10][C:9]3[C:4](=[CH:5][CH:6]=[CH:7][CH:8]=3)[N:3]=2)[C:19]#[N:20])[CH:18]=[CH:17][CH:16]=[CH:15][CH:14]=1 |f:2.3|. Procedure: The compound was prepared substantially in accordance with the procedure detailed in Example 12A, using 2-chloroquinoline (5.0 g, 30.6 mmol), benzyl cyanide (3.5 ml, 30.6 mmol) and potassium t-butoxide (6.87 g, 61.2 mmol) in 40 ml of DMF. Run in C(Cl)Cl (CH2Cl2), C(Cl)Cl (CH2Cl2). Procedure details: 3-Benzoylpropionic acid (0.250 g) is dissolved in CH2Cl2 (5 mL), N-methyl imidazole (0.333 mL) is added and the resulting solution is cooled to 0° C. after which a solution of p-toluenesulfonyl chloride (0.320 g) in CH2Cl2 (2 mL) is added dropwise. After 0.5 hours (S)-1-(4-ethylthiazol-2-yl)-2-(4-nitrophenyl)ethanamine, 3, (0.388 g) is added. The reaction is stirred for 18 hours at room temperature and then concentrated in vacuo. The resulting residue is dissolved in EtOAc and washed with 1N HCl... Product: C(C)C=1N=C(SC1)[C@H](CC1=CC=C(C=C1)[N+](=O)[O-])NC(CCC(C1=CC=CC=C1)=O)=O ((S)—N-[1-(4-ethylthiazol-2-yl)-2-(4-nitrophenyl)ethyl]-4-oxo-4-phenylbutanamide). The reactants are C1(=CC=C(C=C1)S(=O)(=O)Cl)C (p-toluenesulfonyl chloride), C(C)C=1N=C(SC1)[C@H](CC1=CC=C(C=C1)[N+](=O)[O-])N ((S)-1-(4-ethylthiazol-2-yl)-2-(4-nitrophenyl)ethanamine), C(C1=CC=CC=C1)(=O)CCC(=O)O (3-Benzoylpropionic acid), CN1C=NC=C1 (N-methyl imidazole). Reaction conditions: time 18 hour. Reaction SMILES: [C:1]([CH2:9][CH2:10][C:11]([OH:13])=O)(=[O:8])[C:2]1[CH:7]=[CH:6][CH:5]=[CH:4][CH:3]=1.CN1C=CN=C1.C1(C)C=CC(S(Cl)(=O)=O)=CC=1.[CH2:31]([C:33]1[N:34]=[C:35]([C@@H:38]([NH2:49])[CH2:39][C:40]2[CH:45]=[CH:44][C:43]([N+:46]([O-:48])=[O:47])=[CH:42][CH:41]=2)[S:36][CH:37]=1)[CH3:32]>C(Cl)Cl>[CH2:31]([C:33]1[N:34]=[C:35]([C@@H:38]([NH:49][C:11](=[O:13])[CH2:10][CH2:9][C:1](=[O:8])[C:2]2[CH:3]=[CH:4][CH:5]=[CH:6][CH:7]=2)[CH2:39][C:40]2[CH:45]=[CH:44][C:43]([N+:46]([O-:48])=[O:47])=[CH:42][CH:41]=2)[S:36][CH:37]=1)[CH3:32].